This data is from the Open Reaction Database (ORD), a public repository of structured organic reaction records. The task is: describe an organic reaction: reactants, conditions, products, and yield Procedure details: Ethyl 3-(2-furyl)-2-propenimidate HCl in an amount of 1.34 g. is dissolved in 3 ml. of ethanol and then an equimolar amount of triethylamine is added to the ice-cooled resulting solution. To this solution, cyanamide (0.25 g.) is added and stirring is continued for 1 hour at room temperature. After removal of solvent from the mixture, the resulting residue is dissolved in ethyl acetate. The ethyl acetate layer is washed with water and dried with MgSO4. To the residue, after removal of ethyl aceta... As a reaction SMILES: Cl.[O:2]1C=CC=C1C=CC(=N)OCC.C(O)C.N#CN.[CH:20]1([NH:26][C:27](=[N:37][C:38]#[N:39])[CH:28]=[CH:29][C:30]2C=C[CH:33]=[CH:32][C:31]=2Cl)CCC[CH2:22][CH2:21]1>C(OCC)(=O)C.C(N(CC)CC)C>[CH2:20]([NH:26][C:27](=[N:37][C:38]#[N:39])[CH:28]=[CH:29][C:30]1[O:2][CH:33]=[CH:32][CH:31]=1)[CH2:21][CH3:22] |f:0.1|. Run in C(C)N(CC)CC (triethylamine), C(C)(=O)OCC (ethyl acetate). Reaction conditions: time 1 hour. Reactants: Cl.O1C(=CC=C1)C=CC(OCC)=N (Ethyl 3-(2-furyl)-2-propenimidate HCl), N#CN (cyanamide), C1(CCCCC1)NC(C=CC1=C(C=CC=C1)Cl)=NC#N (N-cyclohexyl-N'-cyano-3-(o-chlorophenyl)-2-propenimidamide), C(C)O (ethanol), ice. The product is C(CC)NC(C=CC=1OC=CC1)=NC#N (N-n-Propyl-N'-cyano-3-(2-furyl)-2-propenimidamide). Reactants: ClC1=NC=CC(=C1)CO (2-chloro-4-pyridinemethanol), COCOC (dimethoxymethane), O.C1(=CC=C(C=C1)S(=O)(=O)O)C (p-toluenesulfonic acid monohydrate). Run in C1=CC=CC=C1 (benzene). Yields the product ClC1=NC=CC(=C1)COCOC (2-chloro-4-(methoxymethoxymethyl)-pyridine). The yield is 71.0%. As a reaction SMILES: [Cl:1][C:2]1[CH:7]=[C:6]([CH2:8][OH:9])[CH:5]=[CH:4][N:3]=1.[CH3:10][O:11][CH2:12]OC.O.C1(C)C=CC(S(O)(=O)=O)=CC=1>C1C=CC=CC=1>[Cl:1][C:2]1[CH:7]=[C:6]([CH2:8][O:9][CH2:10][O:11][CH3:12])[CH:5]=[CH:4][N:3]=1 |f:2.3|. Procedure details: 4.30 g of 2-chloro-4-pyridinemethanol, 20 ml of dimethoxymethane and 0.57 g of p-toluenesulfonic acid monohydrate were suspended in 200 ml of benzene. The suspension was passed through a Soxhlet extractor containing 25 g of 2 Å molecular sieves, and refluxed for 20 hours. After cooling, the reaction solution was washed with a saturated solution of sodium hydrogen carbonate and water, dried, and concentrated under reduced pressure. The residue was distilled to give 4.0 g (yield 71%) of 2-chloro-4... Reactants: ice water, C=CS(=O)(=O)OC1=C(C(=C(C(=C1F)F)F)F)F (2,3,4,5,6-pentafluorophenyl 1-ethylenesulfonate), ICC1N(CCCC1)S(=O)(=O)C1=C(C=C(C=C1C)OC)C (2-(iodomethyl)-1-(4-methoxy-2,6-dimethylphenylsulfonyl)piperidine), [PH2](=O)O.C(C)N1CCCCC1 (1-Ethylpiperidine hypophosphite), C(C)B(CC)CC (Triethylborane), C(C)B(CC)CC (triethylborane), C(C)B(CC)CC (triethylborane). The solvent is C(Cl)Cl (methylene chloride). Reaction conditions: time 10 second. Yields the product COC1=CC(=C(C(=C1)C)S(=O)(=O)N1C(CCCC1)CCCS(=O)(=O)OC1=C(C(=C(C(=C1F)F)F)F)F)C (Perfluorophenyl 3-(1-(4-methoxy-2,6-dimethylphenylsulfonyl)piperidin-2-yl)propane-1-sulfonate). Reaction SMILES: [PH2](O)=O.C(N1CCCCC1)C.[CH2:12]=[CH:13][S:14]([O:17][C:18]1[C:23]([F:24])=[C:22]([F:25])[C:21]([F:26])=[C:20]([F:27])[C:19]=1[F:28])(=[O:16])=[O:15].I[CH2:30][CH:31]1[CH2:36][CH2:35][CH2:34][CH2:33][N:32]1[S:37]([C:40]1[C:45]([CH3:46])=[CH:44][C:43]([O:47][CH3:48])=[CH:42][C:41]=1[CH3:49])(=[O:39])=[O:38].C(B(CC)CC)C>C(Cl)Cl>[CH3:48][O:47][C:43]1[CH:44]=[C:45]([CH3:46])[C:40]([S:37]([N:32]2[CH2:33][CH2:34][CH2:35][CH2:36][CH:31]2[CH2:30][CH2:12][CH2:13][S:14]([O:17][C:18]2[C:19]([F:28])=[C:20]([F:27])[C:21]([F:26])=[C:22]([F:25])[C:23]=2[F:24])(=[O:16])=[O:15])(=[O:38])=[O:39])=[C:41]([CH3:49])[CH:42]=1 |f:0.1|. Procedure: 1-Ethylpiperidine hypophosphite (1.184 g, 6.614 mmol) were weighed into the reaction flask under an inert gas, and methylene chloride (10 ml) was added. The solution was cooled with ice-water, and 2,3,4,5,6-pentafluorophenyl 1-ethylenesulfonate (0.218 g, 0.794 mmol) [Org. Lett.; 2002; 4(15); 2549-2551] and 2-(iodomethyl)-1-(4-methoxy-2,6-dimethylphenylsulfonyl)piperidine (0.28 g, 0.661 mmol) was added at 0° C. Triethylborane solution (0.03 ml, 1 mol/l) was added to the reaction mixture and compr... Reactants: CN(C)P(C1=CC=C(C=C1)C)C1=CC=C(C=C1)C (dimethylamino-di-p-tolylphosphine), Cl (HCl). Product: C1(=CC=C(C=C1)P(Cl)C1=CC=C(C=C1)C)C (di-p-tolylchlorophosphine). As a reaction SMILES: CN([P:4]([C:12]1[CH:17]=[CH:16][C:15]([CH3:18])=[CH:14][CH:13]=1)[C:5]1[CH:10]=[CH:9][C:8]([CH3:11])=[CH:7][CH:6]=1)C.[ClH:19]>>[C:8]1([CH3:11])[CH:9]=[CH:10][C:5]([P:4]([C:12]2[CH:17]=[CH:16][C:15]([CH3:18])=[CH:14][CH:13]=2)[Cl:19])=[CH:6][CH:7]=1. Procedure: U.S. Pat. No. 2,934,564 relates to compounds of the general formula R2PX wherein R represents an alkyl or aryl group and X represents chlorine, bromine or iodine. For example, the reaction of Me2NPCl2 (0.42 mole) with p-tolylmagnesium bromide (0.84 mole) produces dimethylamino-di-p-tolylphosphine. The isolated dimethylamino-di-p-tolylphosphine (31.88 mmoles) was treated with 1428 cc (63.75 mmoles) of anhydrous HCl yielding di-p-tolylchlorophosphine, which was purified by distillation. Similarly,... The reactants are C(#N)CC(=O)OC (methyl cyanoacetate), C(C1=CC=CC=C1)C=1C(C2=CC=CC=C2C(C1)=O)=O (2-benzyl-1,4-naphthoquinone). Yields the product NC1=C(C2=C(O1)C1=CC=CC=C1C(=C2CC2=CC=CC=C2)O)C(=O)OC (2-Amino-4-benzyl-3-carbomethoxy-5-hydroxynaphtho[1,2-b]furan), crystals. Yield: 55.0%. As a reaction SMILES: [C:1]([CH2:3][C:4]([O:6][CH3:7])=[O:5])#[N:2].[CH2:8]([C:15]1[C:16](=[O:26])[C:17]2[C:22]([C:23](=[O:25])[CH:24]=1)=[CH:21][CH:20]=[CH:19][CH:18]=2)[C:9]1[CH:14]=[CH:13][CH:12]=[CH:11][CH:10]=1>>[NH2:2][C:1]1[O:25][C:23]2[C:22]3[C:17]([C:16]([OH:26])=[C:15]([CH2:8][C:9]4[CH:14]=[CH:13][CH:12]=[CH:11][CH:10]=4)[C:24]=2[C:3]=1[C:4]([O:6][CH3:7])=[O:5])=[CH:18][CH:19]=[CH:20][CH:21]=3. Procedure: The title compound was prepared by reaction of methyl cyanoacetate with 2-benzyl-1,4-naphthoquinone following the procedure outlined for example 1. Obtained as tan crystals (55%); m.p. 170°-171° C.; 1H NMR (CDCl3): 3.66(s, 3H), 4.05(s,2H), 5.07(s,2H), 7.17-7.53(m, 8H), 7.98(d, 1H), 8.10(d,1H); IR (nujol): 3309, 3479, 3566, 1725, 1604; Chemical ionization mass spectrum m/z (rel. intensity) 348 (M+H, 100); calculated for C21H17NO4C 72.61, H 4.93; measured C 72.79, H 4.68, N 4.00. Reactants: CNC(=O)NC1=CC(=C(C=C1)Cl)Cl (N-methyl-N'-(3,4-dichlorophenyl)-urea), C([O-])([O-])=O.[K+].[K+] (potassium carbonate), C[S](C)Cl (dimethylsulfur chloride), CS(=O)C (dimethylsulfoxide). The solvent is O (water). Product: CN(C(=O)NC1=CC(=C(C=C1)Cl)Cl)CSC (N-methyl-N-(2-thiapropyl)-N'-(3,4-dichlorophenyl)-urea). Reaction SMILES: [CH3:1][NH:2][C:3]([NH:5][C:6]1[CH:11]=[CH:10][C:9]([Cl:12])=[C:8]([Cl:13])[CH:7]=1)=[O:4].C(=O)([O-])[O-].[K+].[K+].C[S](Cl)C.[CH3:24][S:25]([CH3:27])=O>O>[CH3:1][N:2]([CH2:24][S:25][CH3:27])[C:3]([NH:5][C:6]1[CH:11]=[CH:10][C:9]([Cl:12])=[C:8]([Cl:13])[CH:7]=1)=[O:4] |f:1.2.3,^1:20|. Procedure: 11 g of N-methyl-N'-(3,4-dichlorophenyl)-urea, 60 g of potassium carbonate and 50 ml of dimethylsulfur chloride were added at 10° C. to 150 ml of dimethylsulfoxide and the mixture was allowed to stand until exothermic generation of heat ceased. The reaction mixture was added to water and was extracted with ether. The ether solution was washed with water, dried and concentrated to dryness by distillation under reduced pressure. The residue was crystallized from isopropyl ether and then ethyl acet...